This data is from the Open Reaction Database (ORD), a public repository of structured organic reaction records. The task is: describe an organic reaction: reactants, conditions, products, and yield The reactants are CCO, [N-]=[N+]=[N-], [Na+], CCc1ccccc1C1(C)OC(=O)CC(=O)O1, O, O, Cc1ccc(S(=O)(=O)Cl)cc1. The product is CCc1ccccc1C1(C)OC(=O)C(=[N+]=[N-])C(=O)O1. As a reaction SMILES: [CH2:16]([OH:17])[CH3:18].[N-:13]=[N+:14]=[N-:15].[Na+:12].[O:20]=[C:21]1[O:22][C:23]([c:28]2[c:29]([CH2:30][CH3:31])[cH:32][cH:33][cH:34][cH:35]2)([CH3:36])[O:24][C:25](=[O:27])[CH2:26]1.[OH2:19].[OH2:37].[c:1]1([CH3:2])[cH:3][cH:4][c:5]([S:6]([Cl:7])(=[O:8])=[O:9])[cH:10][cH:11]1>>[N+:14](=[N-:15])=[C:26]1[C:21](=[O:20])[O:22][C:23]([c:28]2[c:29]([CH2:30][CH3:31])[cH:32][cH:33][cH:34][cH:35]2)([CH3:36])[O:24][C:25]1=[O:27]. Reactants: CC(=O)c1ccccc1N, O=C([O-])[O-], CN(C)C=O, Cn1nc(C(N)=O)c2c1-c1nc(I)ncc1CC2, [K+], [K+]. Product: CC(=O)c1ccccc1Nc1ncc2c(n1)-c1c(c(C(N)=O)nn1C)CC2. Reaction SMILES: [C:1]([CH3:2])(=[O:3])[c:4]1[c:5]([NH2:6])[cH:7][cH:8][cH:9][cH:10]1.[C:29](=[O:30])([O-:31])[O-:32].[CH3:35][N:36]([CH3:37])[CH:38]=[O:39].[I:11][c:12]1[n:13][c:14]2[c:19]([cH:20][n:21]1)[CH2:18][CH2:17][c:16]1[c:15]-2[n:24]([CH3:25])[n:23][c:22]1[C:26](=[O:27])[NH2:28].[K+:33].[K+:34]>>[C:1]([CH3:2])(=[O:3])[c:4]1[c:5]([NH:6][c:12]2[n:13][c:14]3[c:19]([cH:20][n:21]2)[CH2:18][CH2:17][c:16]2[c:15]-3[n:24]([CH3:25])[n:23][c:22]2[C:26](=[O:27])[NH2:28])[cH:7][cH:8][cH:9][cH:10]1. Starting materials: BrCC(=O)C1=CC2=C(OCCO2)C=C1 (6-bromoacetyl-2,3-dihydro-1,4-benzodioxine), ClC1=CC=C2C(=C(NC2=C1)C(=O)C=1N=CC=2CCCCC2C1)CC(=O)OC (Methyl [6—chloro-2-[(5,6,7,8-tetrahydroisoquinolin-3yl)carbonyl]-1H-indol-3-yl]acetate). Product: ClC1=CC=C2C(=C(NC2=C1)C(=O)C1=CC2=C(OCCO2)C=C1)CC(=O)OC (Methyl [6-chloro-2-[(2,3-dihydro-1,4-benzodioxin-6-yl)carbonyl]-1H-indol-3-yl]acetate). RXN SMILES: Br[CH2:2][C:3]([C:5]1[CH:14]=[CH:13][C:8]2[O:9][CH2:10][CH2:11][O:12][C:7]=2[CH:6]=1)=[O:4].[Cl:15][C:16]1[CH:24]=[C:23]2[C:19]([C:20]([CH2:37][C:38]([O:40][CH3:41])=[O:39])=C(C(C3N=CC4CCCCC=4C=3)=O)[NH:22]2)=[CH:18][CH:17]=1>>[Cl:15][C:16]1[CH:24]=[C:23]2[C:19]([C:20]([CH2:37][C:38]([O:40][CH3:41])=[O:39])=[C:2]([C:3]([C:5]3[CH:14]=[CH:13][C:8]4[O:9][CH2:10][CH2:11][O:12][C:7]=4[CH:6]=3)=[O:4])[NH:22]2)=[CH:18][CH:17]=1. Reported procedure: The title compound was prepared according to the procedure described in step 2 of Example 1 from 6-bromoacetyl-2,3-dihydro-1,4-benzodioxine (J. Med. Chem. 1972, 15, 49) and methyl trans-4-chloro-2-[(phenylsulfonyl)amino]cinnamate (Example 1, step 1). The reactants are C(C)(=O)OC=1C(=CC2=C(CC(O2)(C)CO)C1C(C)(C)C)C(C)(C)C (5-acetoxy-4,6-di-t-butyl-2-hydroxymethyl-2-methyl-2,3-dihydrobenzofuran), [H-].[Al+3].[Li+].[H-].[H-].[H-] (lithium aluminum hydride), Cl (hydrochloric acid), C(C)(=O)OCC (Ethyl acetate). The solvent is O1CCCC1 (tetrahydrofuran), O1CCCC1 (tetrahydrofuran). Product: C(C)(C)(C)C1=C(C(=CC2=C1CC(O2)(C)CO)C(C)(C)C)O (4,6-di-t-butyl-5-hydroxy-2-hydroxymethyl-2-methyl-2,3-dihydrobenzofuran). Isolated yield 73.2%. Reaction SMILES: C([O:4][C:5]1[C:6]([C:21]([CH3:24])([CH3:23])[CH3:22])=[CH:7][C:8]2[O:12][C:11]([CH2:14][OH:15])([CH3:13])[CH2:10][C:9]=2[C:16]=1[C:17]([CH3:20])([CH3:19])[CH3:18])(=O)C.[H-].[Al+3].[Li+].[H-].[H-].[H-].C(OCC)(=O)C.Cl>O1CCCC1>[C:17]([C:16]1[C:9]2[CH2:10][C:11]([CH2:14][OH:15])([CH3:13])[O:12][C:8]=2[CH:7]=[C:6]([C:21]([CH3:24])([CH3:23])[CH3:22])[C:5]=1[OH:4])([CH3:20])([CH3:18])[CH3:19] |f:1.2.3.4.5.6|. Procedure details: Under a nitrogen atmosphere, a solution of 500 mg of 5-acetoxy-4,6-di-t-butyl-2-hydroxymethyl-2-methyl-2,3-dihydrobenzofuran in 7 ml of tetrahydrofuran was added dropwise to a suspension of 114 mg of lithium aluminum hydride in 3 ml of tetrahydrofuran. The mixture was heated under reflux for 2 hours and then cooled to room temperature. Ethyl acetate was added dropwise and then 10% hydrochloric acid was added, and the mixture was extracted with ethyl acetate. The organic layer was dried over anhy... Solvent: O1CCCC1 (tetrahydrofuran), C(C)N(CC)CC (triethylamine). The product is [N+](=O)([O-])N([C@@H](CCCNC(N)=N)C(=O)N(C)CCCC)C(=O)OC(C)(C)C (nitro-N2 -(tert-butyloxy-carbonyl)-N-(n-butyl)-N-methyl-L-argininamide). Starting materials: [N+](=O)([O-])N([C@@H](CCCNC(N)=N)C(=O)O)C(=O)OC(C)(C)C (nitro-N2 -(tert-butyloxycarbonyl)-L-arginine), ClC(=O)OCC(C)C (isobutyl chloroformate), CNCCCC (N-methyl-n-butylamine). Reported procedure: A 3.2 gram amount of NG -nitro-N2 -(tert-butyloxycarbonyl)-L-arginine was dissolved in a mixture of 40 ml of dry tetrahydrofuran and 1.4 ml of triethylamine. To the solution was added 1.4 ml of isobutyl chloroformate with stirring and cooling in an ice-salt bath. After additional stirring for 15 minutes, 0.87 gram of N-methyl-n-butylamine was added to the mixture. Then the reaction mixture was stirred continuously for 40 minutes at room temperature. The solvent was removed by distillation under ... RXN SMILES: [N+:1]([N:4]([C:16]([O:18][C:19]([CH3:22])([CH3:21])[CH3:20])=[O:17])[C@H:5]([C:13]([OH:15])=O)[CH2:6][CH2:7][CH2:8][NH:9][C:10](=[NH:12])[NH2:11])([O-:3])=[O:2].ClC(OCC(C)C)=O.[CH3:31][NH:32][CH2:33][CH2:34][CH2:35][CH3:36]>O1CCCC1.C(N(CC)CC)C>[N+:1]([N:4]([C:16]([O:18][C:19]([CH3:22])([CH3:21])[CH3:20])=[O:17])[C@H:5]([C:13]([N:32]([CH2:33][CH2:34][CH2:35][CH3:36])[CH3:31])=[O:15])[CH2:6][CH2:7][CH2:8][NH:9][C:10](=[NH:12])[NH2:11])([O-:3])=[O:2]. Starting materials: O (water), product, [OH-].[Na+] (sodium hydroxide), ClCC(C1=CC=C(C=C1)C1=CC=C(C=C1)SC(F)F)NC(C1=C(C=CC=C1F)F)=O (N-[2-chloro-1-[4'-[(difluoromethyl)thio][1,1'-biphenyl]-4-yl]ethyl]-2,6-difluorobenzamide), [OH-].[Na+] (sodium hydroxide). Solvent: CN(C)C=O (DMF). Conditions: time 3 hour. Yields the product FC(SC1=CC=C(C=C1)C1=CC=C(C=C1)C1N=C(OC1)C1=C(C=CC=C1F)F)F (4-[4'-[(difluoromethyl)thio][1,1'-biphenyl]-4-yl]-2-(2,6-difluorophenyl)-4,5-dihydrooxazole). Isolated yield 72.0%. Reaction SMILES: [OH-].[Na+].Cl[CH2:4][CH:5]([NH:22][C:23](=[O:32])[C:24]1[C:29]([F:30])=[CH:28][CH:27]=[CH:26][C:25]=1[F:31])[C:6]1[CH:11]=[CH:10][C:9]([C:12]2[CH:17]=[CH:16][C:15]([S:18][CH:19]([F:21])[F:20])=[CH:14][CH:13]=2)=[CH:8][CH:7]=1.O>CN(C=O)C>[F:20][CH:19]([F:21])[S:18][C:15]1[CH:16]=[CH:17][C:12]([C:9]2[CH:10]=[CH:11][C:6]([CH:5]3[CH2:4][O:32][C:23]([C:24]4[C:29]([F:30])=[CH:28][CH:27]=[CH:26][C:25]=4[F:31])=[N:22]3)=[CH:7][CH:8]=2)=[CH:13][CH:14]=1 |f:0.1|. Procedure: A portion of 0.093 g (1.16 mmol) of sodium hydroxide solution (50%) was added dropwise to 0.53 g (1.16 mmol) of N-[2-chloro-1-[4'-[(difluoromethyl)thio][1,1'-biphenyl]-4-yl]ethyl]-2,6-difluorobenzamide in 3.5 mL of DMF. After 3 h, a further portion, 0.045 g (0.56 mmol) of sodium hydroxide solution (50%) was added. When the reaction was completed by TLC, the mixture was poured into water (50 mL). The aqueous mixture was extracted with 3×50 mL of ethyl acetate. The combined extracts were dried and... Reactants: O=C1NC2=CC=CC=C2C(N1CCCN1CCC(CC1)OC(C1=CC=CC=C1)C1=CC=CC=C1)=O (2,4-Dioxo-3-[3-(4-diphenylmethoxypiperidino)propyl]-1,2,3,4-tetrahydroquinazoline), O (water), C([O-])([O-])=O.[K+].[K+] (potassium carbonate), C(C=C)(=O)OC (methyl acrylate). The solvent is CN(C=O)C (N,N-dimethylformamide). Run at temperature 120 celsius, time 20 hour. Yields the product O=C1N(C2=CC=CC=C2C(N1CCCN1CCC(CC1)OC(C1=CC=CC=C1)C1=CC=CC=C1)=O)CCC(=O)OC (Methyl 2,4-dioxo-3-[3-(4-diphenylmethoxypiperidino)propyl]-1,2,3,4-tetrahydroquinazoline-1-propionate). Yield: 42.0%. As a reaction SMILES: [O:1]=[C:2]1[N:11]([CH2:12][CH2:13][CH2:14][N:15]2[CH2:20][CH2:19][CH:18]([O:21][CH:22]([C:29]3[CH:34]=[CH:33][CH:32]=[CH:31][CH:30]=3)[C:23]3[CH:28]=[CH:27][CH:26]=[CH:25][CH:24]=3)[CH2:17][CH2:16]2)[C:10](=[O:35])[C:9]2[C:4](=[CH:5][CH:6]=[CH:7][CH:8]=2)[NH:3]1.C(=O)([O-])[O-].[K+].[K+].[C:42]([O:46][CH3:47])(=[O:45])[CH:43]=[CH2:44].O>CN(C)C=O>[O:1]=[C:2]1[N:11]([CH2:12][CH2:13][CH2:14][N:15]2[CH2:16][CH2:17][CH:18]([O:21][CH:22]([C:29]3[CH:30]=[CH:31][CH:32]=[CH:33][CH:34]=3)[C:23]3[CH:24]=[CH:25][CH:26]=[CH:27][CH:28]=3)[CH2:19][CH2:20]2)[C:10](=[O:35])[C:9]2[C:4](=[CH:5][CH:6]=[CH:7][CH:8]=2)[N:3]1[CH2:44][CH2:43][C:42]([O:46][CH3:47])=[O:45] |f:1.2.3|. Procedure: 2,4-Dioxo-3-[3-(4-diphenylmethoxypiperidino)propyl]-1,2,3,4-tetrahydroquinazoline (3.50 g) obtained in Example 79 and potassium carbonate (1.24 g) were suspended in N,N-dimethylformamide (50.0 ml), and then methyl acrylate (1.01 ml) was added. The reaction mixture was stirred at 120° C. for 20 hours, poured onto an iced water, and then extracted with ethyl acetate. After the extract was washed with water and dried (Na2SO4), the solvent was distilled off under reduced pressure. The residue was su...